Dataset: the Open Reaction Database (ORD), a public repository of structured organic reaction records. Task: describe an organic reaction: reactants, conditions, products, and yield Reactants: crude product, COC(C1=C(C=C(C(=C1)B1OC(C(O1)(C)C)(C)C)Cl)Cl)=O (2,4-dichloro-5-(4,4,5,5-tetramethyl[1,3,2]dioxaborolan-2-yl)benzoic acid methyl ester), C(C)(C)(C)OC(NCCSC1=NC(=NC(=C1)Cl)N)=O ([2-(2-amino-6-chloropyrimidin-4-ylsulfanyl)ethyl]carbamic acid tert-butyl ester), C1(=CC=CC=C1)P(C1=CC=CC=C1)C1=CC=CC=C1 (triphenylphosphine), C([O-])(O)=O.[Na+] (sodium bicarbonate). The reagents and catalysts are C(C)(=O)[O-].[Pd+2].C(C)(=O)[O-] (palladium acetate). Solvent: C(OC)COC (dimethoxyethane), O (water). Conditions: temperature 80 celsius, time 2 hour. Yields the product COC(C1=C(C=C(C(=C1)C1=NC(=NC(=C1)SCCNC(=O)OC(C)(C)C)N)Cl)Cl)=O (5-[2-amino-6-(2-tert-butoxycarbonylaminoethylsulfanyl)pyrimidin-4-yl]-2,4-dichlorobenzoic acid methyl ester). The yield is 35.0%. As a reaction SMILES: [CH3:1][O:2][C:3](=[O:21])[C:4]1[CH:9]=[C:8](B2OC(C)(C)C(C)(C)O2)[C:7]([Cl:19])=[CH:6][C:5]=1[Cl:20].[C:22]([O:26][C:27](=[O:40])[NH:28][CH2:29][CH2:30][S:31][C:32]1[CH:37]=[C:36](Cl)[N:35]=[C:34]([NH2:39])[N:33]=1)([CH3:25])([CH3:24])[CH3:23].C1(P(C2C=CC=CC=2)C2C=CC=CC=2)C=CC=CC=1.C(=O)(O)[O-].[Na+]>C([O-])(=O)C.[Pd+2].C([O-])(=O)C.O.C(COC)OC>[CH3:1][O:2][C:3](=[O:21])[C:4]1[CH:9]=[C:8]([C:36]2[CH:37]=[C:32]([S:31][CH2:30][CH2:29][NH:28][C:27]([O:26][C:22]([CH3:24])([CH3:23])[CH3:25])=[O:40])[N:33]=[C:34]([NH2:39])[N:35]=2)[C:7]([Cl:19])=[CH:6][C:5]=1[Cl:20] |f:3.4,5.6.7|. Procedure details: A mixture of the crude product of 2,4-dichloro-5-(4,4,5,5-tetramethyl[1,3,2]dioxaborolan-2-yl)benzoic acid methyl ester (320 mg) obtained in Step 3 of Example 2-8, [2-(2-amino-6-chloropyrimidin-4-ylsulfanyl)ethyl]carbamic acid tert-butyl ester (177 mg, 0.58 mmol) obtained in Step 1 above, palladium acetate (5 mg, 0.02 mmol), triphenylphosphine (19 mg, 0.07 mmol), 1N aqueous sodium bicarbonate solution (725 μl), and dimethoxyethane (4.4 ml) was stirred at 80° C. for 2 hours. After the reaction so... Starting materials: C(C)OC(=O)C=1C2=C(C=NC1)C(=CS2)COC2=CC(=CC=C2)N (3-(3-amino-phenoxymethyl)-thieno[3,2-c]pyridine-7-carboxylic acid ethyl ester), C(C)(C)N(CC)C(C)C (diisopropylethyl-amine), FC1=CC=C(C(=O)Cl)C=C1 (4-fluorobenzoyl chloride). Run in C1CCOC1 (THF). Run at time 30 minute. The product is C(C)OC(=O)C=1C2=C(C=NC1)C(=CS2)COC2=CC(=CC=C2)NC(C2=CC=C(C=C2)F)=O (3-[3-(4-fluoro-benzoylamino)-phenoxymethyl]-thieno[3,2-c]pyridine-7-carboxylic acid ethyl ester). RXN SMILES: [CH2:1]([O:3][C:4]([C:6]1[C:7]2[S:14][CH:13]=[C:12]([CH2:15][O:16][C:17]3[CH:22]=[CH:21][CH:20]=[C:19]([NH2:23])[CH:18]=3)[C:8]=2[CH:9]=[N:10][CH:11]=1)=[O:5])[CH3:2].C(N(C(C)C)CC)(C)C.[F:33][C:34]1[CH:42]=[CH:41][C:37]([C:38](Cl)=[O:39])=[CH:36][CH:35]=1>C1COCC1>[CH2:1]([O:3][C:4]([C:6]1[C:7]2[S:14][CH:13]=[C:12]([CH2:15][O:16][C:17]3[CH:22]=[CH:21][CH:20]=[C:19]([NH:23][C:38](=[O:39])[C:37]4[CH:41]=[CH:42][C:34]([F:33])=[CH:35][CH:36]=4)[CH:18]=3)[C:8]=2[CH:9]=[N:10][CH:11]=1)=[O:5])[CH3:2]. Procedure details: To a solution of 3-(3-amino-phenoxymethyl)-thieno[3,2-c]pyridine-7-carboxylic acid ethyl ester (25.6 mg, 0.078 mmol) (from Example 3 supra) in THF (2 mL) were added diisopropylethyl-amine (22 mg, 0.170 mmol) (Aldrich) and then 4-fluorobenzoyl chloride (13.4 mg, 0.085 mmol) (Aldrich). The reaction was stirred at room temperature for 30 minutes before it was concentrated to remove the solvent. The residue was diluted with EtOAc (40 mL), washed with aqueous 1N NaOH (10 mL), brine (2×10 mL), dried (...